Dataset: the Open Reaction Database (ORD), a public repository of structured organic reaction records. Task: describe an organic reaction: reactants, conditions, products, and yield Reactants: FC(C1=CC(=NC=2N1N=CC2C#C)C2=CC=C(C=C2)C(F)(F)F)F (7-difluoromethyl-3-ethynyl-5-(4-trifluoromethyl-phenyl)-pyrazolo[1,5-a]pyrimidine), BrC1=CC=C(S1)S(=O)(=O)N (5-bromo-thiophene-2-sulfonamide). The product is FC(C1=CC(=NC=2N1N=CC2C#CC2=CC=C(S2)S(=O)(=O)N)C2=CC=C(C=C2)C(F)(F)F)F (5-[7-Difluoromethyl-5-(4-trifluoromethyl-phenyl)-pyrazolo[1,5-a]pyrimidin-3-ylethynyl]-thiophene-2-sulfonic acid amide), solid. The yield is 77.0%. As a reaction SMILES: [F:1][CH:2]([F:24])[C:3]1[N:8]2[N:9]=[CH:10][C:11]([C:12]#[CH:13])=[C:7]2[N:6]=[C:5]([C:14]2[CH:19]=[CH:18][C:17]([C:20]([F:23])([F:22])[F:21])=[CH:16][CH:15]=2)[CH:4]=1.Br[C:26]1[S:30][C:29]([S:31]([NH2:34])(=[O:33])=[O:32])=[CH:28][CH:27]=1>>[F:24][CH:2]([F:1])[C:3]1[N:8]2[N:9]=[CH:10][C:11]([C:12]#[C:13][C:26]3[S:30][C:29]([S:31]([NH2:34])(=[O:33])=[O:32])=[CH:28][CH:27]=3)=[C:7]2[N:6]=[C:5]([C:14]2[CH:19]=[CH:18][C:17]([C:20]([F:23])([F:22])[F:21])=[CH:16][CH:15]=2)[CH:4]=1. Procedure: The title compound was prepared from 7-difluoromethyl-3-ethynyl-5-(4-trifluoromethyl-phenyl)-pyrazolo[1,5-a]pyrimidine (example C.2) (169 mg, 0.5 mmol) and commercially available 5-bromo-thiophene-2-sulfonamide (121 mg, 0.5 mmol) according to general procedure II. Obtained as a yellow solid (192 mg, 77%). MS (ISN) 497.0 [(M−H)−]; mp 210° C.